From a dataset of the Open Reaction Database (ORD), a public repository of structured organic reaction records. describe an organic reaction: reactants, conditions, products, and yield Run in C(C)O (ethanol). Reactants: Cl.O(C)N (Methoxylamine hydrochloride), COC(CCCN1C(=NC=2C(=NC=3C=CC=CC3C21)N)C)OC (1-(4,4-dimethoxybutyl)-2-methyl-1H-imidazo[4,5-c]quinolin-4-amine). As a reaction SMILES: Cl.[O:2]([NH2:4])[CH3:3].CO[CH:7](OC)[CH2:8][CH2:9][CH2:10][N:11]1[C:23]2[C:22]3[CH:21]=[CH:20][CH:19]=[CH:18][C:17]=3[N:16]=[C:15]([NH2:24])[C:14]=2[N:13]=[C:12]1[CH3:25]>C(O)C>[CH3:3][O:2][N:4]=[CH:7][CH2:8][CH2:9][CH2:10][N:11]1[C:23]2[C:22]3[CH:21]=[CH:20][CH:19]=[CH:18][C:17]=3[N:16]=[C:15]([NH2:24])[C:14]=2[N:13]=[C:12]1[CH3:25] |f:0.1|. Procedure details: Methoxylamine hydrochloride (22.8 g, 272 mmol) was added to a solution of 1-(4,4-dimethoxybutyl)-2-methyl-1H-imidazo[4,5-c]quinolin-4-amine (36.6 g, 136 mmol) in ethanol (200 mL). The reaction mixture was stirred at room temperature for two hours, then was concentrated under reduced pressure. The residue was diluted with water and brought to pH 7 with saturated aqueous sodium bicarbonate. The mixture was extracted with 5% methanol/dichloromethane. The organic layers were combined, washed with sa... Reaction conditions: time 2 hour. The product is CON=CCCCN1C(=NC=2C(=NC=3C=CC=CC3C21)N)C (4-(4-amino-2-methyl-1H-imidazo[4,5-c]quinolin-1-yl)butanal O-methyloxime). Starting materials: C(=O)([O-])[O-].[K+].[K+] (K2CO3), FC=1C=C(C=CC1F)S(=O)(=O)N[C@H](C(=O)OC)CO (methyl (2S)-2-[(3,4-difluorophenyl)sulfonylamino]-3-hydroxy-propanoate), ICC (2-iodoethane). Run in CN(C)C=O (DMF). Reaction conditions: temperature 50 celsius. The product is FC=1C=C(C=CC1F)S(=O)(=O)N([C@H](C(=O)OC)CO)CC (methyl (2S)-2-[(3,4-difluorophenyl)sulfonyl-ethyl-amino]-3-hydroxy-propanoate). Yield: 90.0%. Reaction SMILES: [F:1][C:2]1[CH:3]=[C:4]([S:9]([NH:12][C@@H:13]([CH2:18][OH:19])[C:14]([O:16][CH3:17])=[O:15])(=[O:11])=[O:10])[CH:5]=[CH:6][C:7]=1[F:8].C([O-])([O-])=O.[K+].[K+].I[CH2:27][CH3:28]>CN(C=O)C>[F:1][C:2]1[CH:3]=[C:4]([S:9]([N:12]([CH2:27][CH3:28])[C@@H:13]([CH2:18][OH:19])[C:14]([O:16][CH3:17])=[O:15])(=[O:11])=[O:10])[CH:5]=[CH:6][C:7]=1[F:8] |f:1.2.3|. Procedure: A solution of 2G (2.85 g, 8.8 mmol) in DMF (20 mL) was added with an. K2CO3 (1.5 mol eq, 1.83 g) and, after few minutes, 2-iodoethane (1.2 mol eq, 1.09 mL) was added and the mixture heated at 50° C. for 12 h. The solvent was removed under reduced pressure, water was added to the residue (150 mL) and the aqueous phase extracted with EtOAc (3×60 mL). The recombined organic phases were dried over Na2SO4 and evaporated under reduced pressure to afford 3G as a pale yellow oil (2.8 g, 90% yield). 1HNM... Starting materials: NC1=CC(=NC=C1Br)CSC1=NC2=C(N1)C=CC(=C2)OC (2 -(4 -amino-5 -bromo-2 -pyridylmethylthio)-5 -methoxy-(1H)-benzimidazole), ClC1=CC(=CC=C1)C(=O)OO (m-Chloroperbenzoic acid). The solvent is ClCCl (dichloromethane), ClCCl (dichloromethane). Conditions: time 1 hour. The product is NC1=CC(=NC=C1Br)CS(=O)C1=NC2=C(N1)C=CC(=C2)OC (2 -(4 -amino-5 -bromo-2 -pyridylmethylsulphinyl)-5 -methoxy-(1H)-benzimidazole). As a reaction SMILES: [NH2:1][C:2]1[C:7]([Br:8])=[CH:6][N:5]=[C:4]([CH2:9][S:10][C:11]2[NH:15][C:14]3[CH:16]=[CH:17][C:18]([O:20][CH3:21])=[CH:19][C:13]=3[N:12]=2)[CH:3]=1.ClC1C=CC=C(C(OO)=[O:30])C=1>ClCCl>[NH2:1][C:2]1[C:7]([Br:8])=[CH:6][N:5]=[C:4]([CH2:9][S:10]([C:11]2[NH:15][C:14]3[CH:16]=[CH:17][C:18]([O:20][CH3:21])=[CH:19][C:13]=3[N:12]=2)=[O:30])[CH:3]=1. Procedure details: 2 -(4 -amino-5 -bromo-2 -pyridylmethylthio)-5 -methoxy-(1H)-benzimidazole (0.58 g, 0.0016 M) was dissolved in dichloromethane (160 ml) and cooled to -40°. m-Chloroperbenzoic acid (0.33 g, 0.0019 M) in dichloromethane (10 ml) was added dropwise over 20 mins, keeping the temperature at 30 ° to -40°. The solution was stirred at -30 ° for 1 hour and then stored at -20 ° overnight, or until reaction was complete. Ammonia was then bubbled through the solution at 50, the mixture allowed to warm up to r... The reactants are COc1ccc2c(n1)C(Br)(Br)C(=O)N2CCCOCc1ccccc1, CC(=O)O, [Zn]. Yields the product COc1ccc2c(n1)CC(=O)N2CCCOCc1ccccc1. Reaction SMILES: [CH2:1]([c:2]1[cH:3][cH:4][cH:5][cH:6][cH:7]1)[O:8][CH2:9][CH2:10][CH2:11][N:12]1[C:13](=[O:25])[C:14]([Br:23])([Br:24])[c:15]2[n:16][c:17]([O:21][CH3:22])[cH:18][cH:19][c:20]21.[CH3:26][C:27](=[O:28])[OH:29].[Zn:30]>>[CH2:1]([c:2]1[cH:3][cH:4][cH:5][cH:6][cH:7]1)[O:8][CH2:9][CH2:10][CH2:11][N:12]1[C:13](=[O:25])[CH2:14][c:15]2[n:16][c:17]([O:21][CH3:22])[cH:18][cH:19][c:20]21. The reactants are CCCC[N+](CCCC)(CCCC)CCCC, [F-], C1CCOC1, O, O=S(=O)(c1ccccc1)n1cc(Cc2cnc(NCc3ccc(Cl)cc3)nc2)c2cc(Cl)cnc21. Product: Clc1ccc(CNc2ncc(Cc3c[nH]c4ncc(Cl)cc34)cn2)cc1. As a reaction SMILES: [CH3:37][CH2:38][CH2:39][CH2:40][N+:41]([CH2:42][CH2:43][CH2:44][CH3:45])([CH2:46][CH2:47][CH2:48][CH3:49])[CH2:50][CH2:51][CH2:52][CH3:53].[F-:36].[O:55]1[CH2:56][CH2:57][CH2:58][CH2:59]1.[OH2:54].[c:1]1([S:2](=[O:3])(=[O:4])[n:10]2[cH:11][c:12]([CH2:20][c:21]3[cH:22][n:23][c:24]([NH:27][CH2:28][c:29]4[cH:30][cH:31][c:32]([Cl:35])[cH:33][cH:34]4)[n:25][cH:26]3)[c:13]3[c:14]2[n:15][cH:16][c:17]([Cl:19])[cH:18]3)[cH:5][cH:6][cH:7][cH:8][cH:9]1>>[nH:10]1[cH:11][c:12]([CH2:20][c:21]2[cH:22][n:23][c:24]([NH:27][CH2:28][c:29]3[cH:30][cH:31][c:32]([Cl:35])[cH:33][cH:34]3)[n:25][cH:26]2)[c:13]2[c:14]1[n:15][cH:16][c:17]([Cl:19])[cH:18]2. Starting materials: O=C(C=1C=CC=CC1Cl)N(C(C)C)C(C)C. Reagents/catalysts: O1B(OC(C)(C)C1(C)C)B2OC(C)(C)C(O2)(C)C, O=C1C=CC=2C=CC=C(C3=CN=C(C=C3)C=4N=CC=CC4)C2N1, C[OH2+].C[OH2+].C1CC=CCCC=C1.C1CC=CCCC=C1.[Ir].[Ir], [K].OC(C)(C)C. Run in O1CCCC1. Run at temperature 80 celsius, time 12 hour. Product: O=C(C1=CC(=CC=C1Cl)B2OC(C)(C)C(O2)(C)C)N(C(C)C)C(C)C. Yield: 51.0%. Procedure details: In an argon filled glove box, a 5.0 mL wheaton microreactor was charged with [Ir(cod)(OMe)]2 (1.98 mg, 1.5 mol%), L1 ligand (2.1 mg, 3.5 mol%), B2pin2 (50.8 mg, 1.0 equiv.), KOtBu (1.0 mg, 4.5 mol%) and dry THF (1.0 mL). The reaction mixture was stirred for 2 minutes at room temperature. To this mixture, 2-chloro-N,N-diisopropylbenzamide (47.9 mg, 0.2 mmol) was added. The microreactor was capped with a teflon pressure cap and placed into pre-heated aluminum block at 80 oC. The reaction mixture w... Reactants: Cl.FC=1C=NC(=NC1)[C@H](C)N ((S)-1-(5-fluoropyrimidin-2-yl)ethanamine hydrochloride), ClC1=NC(=CC(=N1)NC1=NNC(=C1)OC)Cl (2,6-dichloro-N-(5-methoxy-1H-pyrazol-3-yl)pyrimidin-4-amine), CCN(C(C)C)C(C)C (DIPEA). Run in CCCCO (n-BuOH). Run at temperature 105 celsius. The product is ClC1=CC(=NC(=N1)N[C@@H](C)C1=NC=C(C=N1)F)NC1=NNC(=C1)OC (6-chloro-N2-[(1S)-1-(5-fluoropyrimidin-2-yl)ethyl]-N4-(5-methoxy-1H-pyrazol-3-yl)pyrimidine-2,4-diamine). Isolated yield 52.3%. Reaction SMILES: Cl.[F:2][C:3]1[CH:4]=[N:5][C:6]([C@@H:9]([NH2:11])[CH3:10])=[N:7][CH:8]=1.Cl[C:13]1[N:18]=[C:17]([NH:19][C:20]2[CH:24]=[C:23]([O:25][CH3:26])[NH:22][N:21]=2)[CH:16]=[C:15]([Cl:27])[N:14]=1.CCN(C(C)C)C(C)C>CCCCO>[Cl:27][C:15]1[N:14]=[C:13]([NH:11][C@H:9]([C:6]2[N:7]=[CH:8][C:3]([F:2])=[CH:4][N:5]=2)[CH3:10])[N:18]=[C:17]([NH:19][C:20]2[CH:24]=[C:23]([O:25][CH3:26])[NH:22][N:21]=2)[CH:16]=1 |f:0.1|. Procedure: A mixture of (S)-1-(5-fluoropyrimidin-2-yl)ethanamine hydrochloride (Method 7, 512 mg), 2,6-dichloro-N-(5-methoxy-1H-pyrazol-3-yl)pyrimidin-4-amine (Method 42, 682 mg) and DIPEA (1.16 ml) in n-BuOH (13 ml) was heated at 105° C. over night. The solvent was removed under reduced pressure and the residue was purified by Gilson (10-50% MeCN/H2O, 15 minutes) to give the titled compound as solid (500 mg). 1H NMR δ 8.92 (s, 2H) 5.95 (s, 1H) 5.18 (s, 1H) 3.77 (s, 3H) 1.49 (d, 3H); m/z 366.